Dataset: the Open Reaction Database (ORD), a public repository of structured organic reaction records. Task: describe an organic reaction: reactants, conditions, products, and yield The reactants are [F-].[K+] (potassium fluoride), Cl(=O)(=O)(=O)[O-].COC[N+]1(CCCC1)C (N-methoxymethyl-N-methylpyrrolidinium perchlorate). Solvent: O (water). Product: [F-].COC[N+]1(CCCC1)C (N-Methoxymethyl-N-Methylpyrrolidinium Fluoride). As a reaction SMILES: [F-:1].[K+].Cl([O-])(=O)(=O)=O.[CH3:8][O:9][CH2:10][N+:11]1([CH3:16])[CH2:15][CH2:14][CH2:13][CH2:12]1>O>[F-:1].[CH3:8][O:9][CH2:10][N+:11]1([CH3:16])[CH2:15][CH2:14][CH2:13][CH2:12]1 |f:0.1,2.3,5.6|. Procedure: A 0.44 g quantity of potassium fluoride (product of Wako Pure Chemical Ind. Ltd.) was dissolved in 11 g of deionized water, and 1.74 g of N-methoxymethyl-N-methylpyrrolidinium perchlorate was added to the solution. The mixture was reacted at room temperature for 1.5 hours, whereby the reaction was terminated. With addition of 100 ml of methanol, the reaction mixture was filtered. The filtrate was concentrated and dried in a vacuum. The residue was then dissolved in dichloromethane, the solution ...